This data is from the Open Reaction Database (ORD), a public repository of structured organic reaction records. The task is: describe an organic reaction: reactants, conditions, products, and yield Starting materials: C(C)N(C(C)C)C(C)C (N-ethyldiisopropylamine), Cl.COC1=CC=C(C2=C1N=C(S2)C2=NC1=C(CCNCC1)N2)N2CCOCC2 (2-(4-methoxy-7-morpholin-4-yl-benzothiazol-2-yl)-1,4,5,6,7,8-hexahydro-imidazo[4,5-d]azepine hydrochloride), COCC(=O)Cl (methoxyacetyl chloride). Solvent: O1CCCC1 (tetrahydrofurane). The product is COCC(=O)N1CCC2=C(CC1)N=C(N2)C=2SC1=C(N2)C(=CC=C1N1CCOCC1)OC (2-methoxy-1-[2-(4-methoxy-7-morpholin-4-yl-benzothiazol-2-yl)-4,5,7,8-tetrahydro-1H-imidazo[4,5-d]azepin-6-yl]-ethanone). The yield is 89.4%. Reaction SMILES: Cl.[CH3:2][O:3][C:4]1[C:9]2[N:10]=[C:11]([C:13]3[NH:22][C:16]4[CH2:17][CH2:18][NH:19][CH2:20][CH2:21][C:15]=4[N:14]=3)[S:12][C:8]=2[C:7]([N:23]2[CH2:28][CH2:27][O:26][CH2:25][CH2:24]2)=[CH:6][CH:5]=1.C(N(C(C)C)C(C)C)C.[CH3:38][O:39][CH2:40][C:41](Cl)=[O:42]>O1CCCC1>[CH3:38][O:39][CH2:40][C:41]([N:19]1[CH2:20][CH2:21][C:15]2[N:14]=[C:13]([C:11]3[S:12][C:8]4[C:7]([N:23]5[CH2:24][CH2:25][O:26][CH2:27][CH2:28]5)=[CH:6][CH:5]=[C:4]([O:3][CH3:2])[C:9]=4[N:10]=3)[NH:22][C:16]=2[CH2:17][CH2:18]1)=[O:42] |f:0.1|. Procedure: To a suspension of 0.13 g 2-(4-methoxy-7-morpholin-4-yl-benzothiazol-2-yl)-1,4,5,6,7,8-hexahydro-imidazo[4,5-d]azepine hydrochloride in 10 ml tetrahydrofurane were added at 0–4° C. 0.21 ml N-ethyldiisopropylamine and 0.037 g methoxyacetyl chloride. The mixture was refluxed for 17 hours, silicagel was added and the solvent was distilled off. The residue was transferred to a column prefilled with silicagel and was chromatographed with dichloromethane/methanol 96:4 to yield 0.126 g (91%) 2-methoxy-... The reactants are BrC(Br)(Br)Br, CCOCC, OCc1cc(C(F)(F)F)on1, c1ccc(P(c2ccccc2)c2ccccc2)cc1. Product: FC(F)(F)c1cc(CBr)no1. RXN SMILES: [C:31]([Br:32])([Br:33])([Br:34])[Br:35].[CH3:36][CH2:37][O:38][CH2:39][CH3:40].[F:1][C:2]([c:3]1[cH:4][c:5]([CH2:8][OH:9])[n:6][o:7]1)([F:10])[F:11].[c:12]1([P:13]([c:14]2[cH:15][cH:16][cH:17][cH:18][cH:19]2)[c:20]2[cH:21][cH:22][cH:23][cH:24][cH:25]2)[cH:26][cH:27][cH:28][cH:29][cH:30]1>>[F:1][C:2]([c:3]1[cH:4][c:5]([CH2:8][Br:32])[n:6][o:7]1)([F:10])[F:11]. Reactants: OC(C(=O)O)(CCC)C(N[C@H]1C2=C(C3=C(NC1=O)C=CC=C3)C=CC=C2)=O (2-hydroxy-2-((S)-6-oxo-6,7-dihydro-5H-dibenzo[b,d]azepin-7-ylcarbamoyl)-pentanoic acid), Cl.FC(CCN)(F)F (3,3,3-trifluoropropylamine hydrochloride), O.ON1N=NC2=C1C=CC=C2 (1-hydroxy-benzotriazole hydrate), C(C)(C)N(CC)C(C)C (diisopropylethylamine), Cl.CN(CCCN=C=NCC)C (N-(3-dimethylaminopropyl)-N′-ethyl-carbodiimide hydrochloride). Solvent: O1CCCC1 (tetrahydrofuran). Reaction conditions: time 8 hour. Yields the product OC(C(=O)N(CCC(F)(F)F)[C@H]1C2=C(C3=C(NC1=O)C=CC=C3)C=CC=C2)(C(=O)N)CCC ((R/S)-2-hydroxy-N-((S)-6-oxo-6,7-dihydro-5H-dibenzo[b,d]azepin-7-yl)-2-propyl-N-(3,3,3-trifluoro-propyl)-malonamide). The yield is 56.8%. RXN SMILES: [OH:1][C:2]([C:9](=[O:27])[NH:10][C@@H:11]1[C:17](=[O:18])[NH:16][C:15]2[CH:19]=[CH:20][CH:21]=[CH:22][C:14]=2[C:13]2[CH:23]=[CH:24][CH:25]=[CH:26][C:12]1=2)([CH2:6][CH2:7][CH3:8])[C:3](O)=[O:4].Cl.[F:29][C:30]([F:35])([F:34])[CH2:31][CH2:32]N.O.O[N:38]1C2C=CC=CC=2N=N1.C(N(C(C)C)CC)(C)C.Cl.CN(C)CCCN=C=NCC>O1CCCC1>[OH:1][C:2]([CH2:6][CH2:7][CH3:8])([C:3]([NH2:38])=[O:4])[C:9]([N:10]([C@@H:11]1[C:17](=[O:18])[NH:16][C:15]2[CH:19]=[CH:20][CH:21]=[CH:22][C:14]=2[C:13]2[CH:23]=[CH:24][CH:25]=[CH:26][C:12]1=2)[CH2:32][CH2:31][C:30]([F:35])([F:34])[F:29])=[O:27] |f:1.2,3.4,6.7|. Procedure details: A solution of 70.0 mg (0.19 mmol) 2-hydroxy-2-((S)-6-oxo-6,7-dihydro-5H-dibenzo[b,d]azepin-7-ylcarbamoyl)-pentanoic acid and 31.3 mg (0.21 mmol) 3,3,3-trifluoropropylamine hydrochloride in 3 ml tetrahydrofuran were cooled to 0° C. and 28.2 mg (0.21 mmol) 1-hydroxy-benzotriazole hydrate, 103 μl (0.61 mmol) diisopropylethylamine and 40.1 mg (0.21 mmol) N-(3-dimethylaminopropyl)-N′-ethyl-carbodiimide hydrochloride were added. Stirring was continued overnight. Removal of the solvent by distillation ... Product: CCCCC(CC(=O)c1ccc(O)cc1)=NOc1ccc([N+](=O)[O-])cc1. The reactants are CC(=O)O, NOc1ccc([N+](=O)[O-])cc1, CCCCC(=O)CC(=O)c1ccc(O)cc1. As a reaction SMILES: [CH3:28][C:29](=[O:30])[OH:31].[N+:17](=[O:18])([O-:19])[c:20]1[cH:21][cH:22][c:23]([O:26][NH2:27])[cH:24][cH:25]1.[OH:1][c:2]1[cH:3][cH:4][c:5]([C:8]([CH2:9][C:10]([CH2:11][CH2:12][CH2:13][CH3:14])=[O:15])=[O:16])[cH:6][cH:7]1>>[OH:1][c:2]1[cH:3][cH:4][c:5]([C:8]([CH2:9][C:10]([CH2:11][CH2:12][CH2:13][CH3:14])=[N:27][O:26][c:23]2[cH:22][cH:21][c:20]([N+:17](=[O:18])[O-:19])[cH:25][cH:24]2)=[O:16])[cH:6][cH:7]1. Starting materials: ClC1=C(C=C(CNC(CC)=O)C=C1)CO (N-(4-chloro-3-hydroxymethyl-benzyl)-propionamide). Reagents/catalysts: O=[Mn]=O (MnO2), O=[Mn]=O (MnO2). Solvent: CC#N (CH3CN). Reaction conditions: time 3 hour. Product: ClC1=C(C=C(CNC(CC)=O)C=C1)C=O (N-(4-Chloro-3-formyl-benzyl)-propionamide). Isolated yield 92.7%. As a reaction SMILES: [Cl:1][C:2]1[CH:13]=[CH:12][C:5]([CH2:6][NH:7][C:8](=[O:11])[CH2:9][CH3:10])=[CH:4][C:3]=1[CH2:14][OH:15]>CC#N.O=[Mn]=O>[Cl:1][C:2]1[CH:13]=[CH:12][C:5]([CH2:6][NH:7][C:8](=[O:11])[CH2:9][CH3:10])=[CH:4][C:3]=1[CH:14]=[O:15]. Reported procedure: MnO2 (5.61 g, 65.7 mmol) was added to a sol. of N-(4-chloro-3-hydroxymethyl-benzyl)-propionamide (2.99 g, 13.1 mmol) in CH3CN (255 mL) at rt. The mixture was stirred for 3 h at rt, and MnO2 (2.24 g, 26.2 mmol) was added again. The mixture was stirred for 1 h at rt, and the mixture was filtered through celite. The filtrate was evaporated under reduced pressure, and the residue was dried under high vacuum to yield the crude title compound (2.74 g, 93%) that was used further without purification. L... Product: Nc1ncccc1-c1ccc(Oc2ccc(C(F)(F)F)cc2)cc1. Reactants: FC(F)(F)c1ccc(Br)cc1, CS(C)=O, [Cu]I, [K+], [K+], [K+], Nc1ncccc1-c1ccc(O)cc1, O=C(O)c1ccccn1, O=P([O-])([O-])[O-]. RXN SMILES: [Br:32][c:33]1[cH:34][cH:35][c:36]([C:39]([F:40])([F:41])[F:42])[cH:37][cH:38]1.[CH3:45][S:46]([CH3:47])=[O:48].[Cu:43][I:44].[K+:29].[K+:30].[K+:31].[NH2:10][c:11]1[n:12][cH:13][cH:14][cH:15][c:16]1-[c:17]1[cH:18][cH:19][c:20]([OH:23])[cH:21][cH:22]1.[OH:1][C:2]([c:3]1[n:4][cH:5][cH:6][cH:7][cH:8]1)=[O:9].[P:24]([O-:25])([O-:26])([O-:27])=[O:28]>>[NH2:10][c:11]1[n:12][cH:13][cH:14][cH:15][c:16]1-[c:17]1[cH:18][cH:19][c:20]([O:23][c:33]2[cH:34][cH:35][c:36]([C:39]([F:40])([F:41])[F:42])[cH:37][cH:38]2)[cH:21][cH:22]1.